This data is from the Open Reaction Database (ORD), a public repository of structured organic reaction records. The task is: describe an organic reaction: reactants, conditions, products, and yield Starting materials: C(CC=C)C1=CN(C2=CC=CC=C12)C (3-(3-butenyl)-1-methylindole), C(C)(C)(C)O (tert-butyl alcohol), S(=O)([O-])[O-].[Na+].[Na+] (sodium sulfite). The solvent is O (water). The product is CN1C=C(C2=CC=CC=C12)CC[C@@H](CO)O ((S)-4-(1-methylindol-3-yl)butane-1,2-diol). The yield is 96.1%. As a reaction SMILES: [C:1]([OH:5])(C)([CH3:3])[CH3:2].[CH2:6]([C:10]1[C:18]2[C:13](=[CH:14][CH:15]=[CH:16][CH:17]=2)[N:12]([CH3:19])[CH:11]=1)CC=C.S([O-])([O-])=[O:21].[Na+].[Na+]>O>[CH3:19][N:12]1[C:13]2[C:18](=[CH:17][CH:16]=[CH:15][CH:14]=2)[C:10]([CH2:6][CH2:2][C@H:1]([OH:5])[CH2:3][OH:21])=[CH:11]1 |f:2.3.4|. Procedure: To a mixture of tert-butyl alcohol (14 ml) and water (14 ml) was added AD-mix-a (4.0 g). The mixture was stirred at room temperature until both phases are clear, and then cooled to 0° C. 3-(3-butenyl)-1-methylindole (530 mg, 2.86 mmol) was added, and the heterogeneous slurry was stirred vigorously at 0° C. for 4 hours. While the mixture was stirred at 0° C., solid sodium sulfite (4.29 g) was added and the mixture was allowed to warm to room temperature and stirred for 1 hour. This mixture was ex... Reactants: C1CCOC1, COc1cc2c(cc1N)N(C(=O)CN(C)C)CC2(C)C, Cc1ccc(S(=O)(=O)n2ccc3c2nc(Cl)n2c(=O)c4c(F)cccc4nc32)cc1, Cl. Product: COc1cc2c(cc1Nc1nc3c(ccn3S(=O)(=O)c3ccc(C)cc3)c3nc4cccc(F)c4c(=O)n13)N(C(=O)CN(C)C)CC2(C)C. As a reaction SMILES: [CH2:52]1[O:53][CH2:54][CH2:55][CH2:56]1.[CH3:32][N:33]([CH3:34])[CH2:35][C:36](=[O:37])[N:38]1[CH2:39][C:40]([CH3:50])([CH3:51])[c:41]2[cH:42][c:43]([O:48][CH3:49])[c:44]([NH2:47])[cH:45][c:46]21.[Cl:2][c:3]1[n:4][c:5]2[c:6]([c:7]3[n:8][c:9]4[cH:10][cH:11][cH:12][c:13]([F:18])[c:14]4[c:15](=[O:17])[n:16]13)[cH:19][cH:20][n:21]2[S:22](=[O:23])(=[O:24])[c:25]1[cH:26][cH:27][c:28]([CH3:31])[cH:29][cH:30]1.[ClH:1]>>[c:3]1([NH:47][c:44]2[c:43]([O:48][CH3:49])[cH:42][c:41]3[c:46]([cH:45]2)[N:38]([C:36]([CH2:35][N:33]([CH3:32])[CH3:34])=[O:37])[CH2:39][C:40]3([CH3:50])[CH3:51])[n:4][c:5]2[c:6]([c:7]3[n:8][c:9]4[cH:10][cH:11][cH:12][c:13]([F:18])[c:14]4[c:15](=[O:17])[n:16]13)[cH:19][cH:20][n:21]2[S:22](=[O:23])(=[O:24])[c:25]1[cH:26][cH:27][c:28]([CH3:31])[cH:29][cH:30]1. Starting materials: NC=1C=C2C=NN(C2=CC1)C1=CC=C(C=C1)N (5-amino-1-(4-aminophenyl)indazole), O1CCN(CC1)C1=CC=C(C(=O)[O-])C=C1 (4-morpholinobenzoate). Yields the product C(C=C)(=O)NC1=CC=C(C=C1)N1N=CC2=CC(=CC=C12)NC(C1=CC=C(C=C1)N1CCOCC1)=O (N-(1-(4-Acrylamidophenyl)-1H-indazol-5-yl)-4-morpholinobenzamide). RXN SMILES: [NH2:1][C:2]1[CH:3]=[C:4]2[C:8](=[CH:9][CH:10]=1)[N:7]([C:11]1[CH:16]=[CH:15][C:14]([NH2:17])=[CH:13][CH:12]=1)[N:6]=[CH:5]2.[O:18]1[CH2:23][CH2:22][N:21]([C:24]2[CH:32]=[CH:31][C:27]([C:28]([O-:30])=O)=[CH:26][CH:25]=2)[CH2:20][CH2:19]1>>[C:28]([NH:17][C:14]1[CH:15]=[CH:16][C:11]([N:7]2[C:8]3[C:4](=[CH:3][C:2]([NH:1][C:28](=[O:30])[C:27]4[CH:26]=[CH:25][C:24]([N:21]5[CH2:20][CH2:19][O:18][CH2:23][CH2:22]5)=[CH:32][CH:31]=4)=[CH:10][CH:9]=3)[CH:5]=[N:6]2)=[CH:12][CH:13]=1)(=[O:30])[CH:27]=[CH2:26]. Procedure details: Compound 390 was prepared according to the procedure described in Scheme IV from 5-amino-1-(4-aminophenyl)indazole and 4-morpholinobenzoate. 1H NMR (500 MHz, Acetone-d6) δ 9.59 (s, 1H), 9.47 (s, 1H), 8.49 (s, 1H), 8.24 (s, 1H), 7.98 (dd, J=2, 9 Hz, 4H), 7.81 (m, 2H), 7.77 (d, J=9 Hz, 1H), 7.05 (d, J=9 Hz, 2H), 6.52-6.38 (m, 2H), 5.75 (dd, J=2, 10 Hz, 1H), 3.80 (m, 4H), 3.29 (m, 4H). Reactants: O=C([O-])[O-], CN(C)C=O, O=Cc1cc(NS(=O)(=O)c2ccccc2)n(-c2ccccc2)n1, CI, [K+], [K+], O. Yields the product CN(c1cc(C=O)nn1-c1ccccc1)S(=O)(=O)c1ccccc1. As a reaction SMILES: [C:24](=[O:25])([O-:26])[O-:27].[CH3:33][N:34]([CH3:35])[CH:36]=[O:37].[CH:1](=[O:2])[c:3]1[n:4][n:5](-[c:18]2[cH:19][cH:20][cH:21][cH:22][cH:23]2)[c:6]([NH:8][S:9](=[O:10])(=[O:11])[c:12]2[cH:13][cH:14][cH:15][cH:16][cH:17]2)[cH:7]1.[I:30][CH3:31].[K+:28].[K+:29].[OH2:32]>>[CH:1](=[O:2])[c:3]1[n:4][n:5](-[c:18]2[cH:19][cH:20][cH:21][cH:22][cH:23]2)[c:6]([N:8]([S:9](=[O:10])(=[O:11])[c:12]2[cH:13][cH:14][cH:15][cH:16][cH:17]2)[CH3:24])[cH:7]1.